From a dataset of the Open Reaction Database (ORD), a public repository of structured organic reaction records. describe an organic reaction: reactants, conditions, products, and yield Reactants: CCN(CC)C(=O)c1cccnc1C, [Li]CCCC, C1=NCCc2ccccc21, CC(C)NC(C)C, Cl, [NH4+], C1CCOC1, [OH-], O. Product: O=C1c2cccnc2CC2c3ccccc3CCN12, Cl. RXN SMILES: [CH2:23]([N:24]([CH2:25][CH3:35])[C:26]([c:27]1[c:28]([CH3:33])[n:29][cH:30][cH:31][cH:32]1)=[O:34])[CH3:36].[CH2:8]([Li:9])[CH2:10][CH2:11][CH3:12].[CH:13]1=[N:14][CH2:15][CH2:16][c:17]2[cH:18][cH:19][cH:20][cH:21][c:22]21.[CH:1]([NH:2][CH:3]([CH3:4])[CH3:5])([CH3:6])[CH3:7].[ClH:37].[NH4+:39].[O:40]1[CH2:41][CH2:42][CH2:43][CH2:44]1.[OH-:38].[OH2:45]>>[CH:13]12[N:14]([CH2:15][CH2:16][c:17]3[cH:18][cH:19][cH:20][cH:21][c:22]31)[C:26](=[O:34])[c:27]1[c:28]([n:29][cH:30][cH:31][cH:32]1)[CH2:33]2.[ClH:37].